This data is from the Open Reaction Database (ORD), a public repository of structured organic reaction records. The task is: describe an organic reaction: reactants, conditions, products, and yield Reactants: C(C(C)C)OC(=O)N1CC(CC1)C1=C(C=C(C=C1)OCC1=CC=CC=C1)OCC1=CC=CC=C1 (3-(2,4-bis(benzyloxy)phenyl)pyrrolidine-1-carboxylic acid isobutyl ester). The reagents and catalysts are [Pd] (palladium-on-charcoal). The solvent is CO (methanol). Conditions: time 18 hour. Yields the product C(C(C)C)OC(=O)N1CC(CC1)C1=C(C=C(C=C1)O)O (3-(2,4-dihydroxyphenyl)pyrrolidine-1-carboxylic acid isobutyl ester). Isolated yield 74.8%. RXN SMILES: [CH2:1]([O:5][C:6]([N:8]1[CH2:12][CH2:11][CH:10]([C:13]2[CH:18]=[CH:17][C:16]([O:19]CC3C=CC=CC=3)=[CH:15][C:14]=2[O:27]CC2C=CC=CC=2)[CH2:9]1)=[O:7])[CH:2]([CH3:4])[CH3:3]>CO.[Pd]>[CH2:1]([O:5][C:6]([N:8]1[CH2:12][CH2:11][CH:10]([C:13]2[CH:18]=[CH:17][C:16]([OH:19])=[CH:15][C:14]=2[OH:27])[CH2:9]1)=[O:7])[CH:2]([CH3:4])[CH3:3]. Reported procedure: In a 25 ml round-bottomed flask, 0.22 g of 3-(2,4-bis(benzyloxy)phenyl)pyrrolidine-1-carboxylic acid isobutyl ester is dissolved in 6 ml of methanol in the presence of 0.1 g of palladium-on-charcoal at 10%. The reaction mixture is stirred for 18 hours under a hydrogen atmosphere. The reaction mixture is filtered and the residue is then chromatographed on silica gel (1/1 heptane/ethyl acetate). 0.1 g of 3-(2,4-dihydroxyphenyl)pyrrolidine-1-carboxylic acid isobutyl ester is obtained. Yield=75%.